Task: describe an organic reaction: reactants, conditions, products, and yield. Dataset: the Open Reaction Database (ORD), a public repository of structured organic reaction records Reactants: [Cl-].[NH4+] (ammonium chloride), [Br-].O1C(OCC1)CC[P+](C1=CC=CC=C1)(C1=CC=CC=C1)C1=CC=CC=C1 (2-(1,3-dioxolan-2-yl)ethyltriphenylphosphonium bromide), FC=1C=CC(=C(C=O)C1)OC (5-fluoro-2-methoxybenzaldehyde), [H-].[Na+] (NaH). The solvent is C1CCOC1 (THF). Run at temperature 0 celsius, time 12 hour. Yields the product FC=1C=CC(=C(C1)C=CC1COCCO1)OC (1-(5′-Fluoro-2′-methoxyphenyl)-4-ethylenedioxy-1-butene). Yield: 110.4%. Reaction SMILES: [Br-].[O:2]1[CH2:6][CH2:5][O:4][CH:3]1[CH2:7][CH2:8][P+](C1C=CC=CC=1)(C1C=CC=CC=1)C1C=CC=CC=1.[H-].[Na+].[F:30][C:31]1[CH:32]=[CH:33][C:34]([O:39][CH3:40])=[C:35]([CH:38]=1)[CH:36]=O.[Cl-].[NH4+]>C1COCC1>[F:30][C:31]1[CH:32]=[CH:33][C:34]([O:39][CH3:40])=[C:35]([CH:36]=[CH:8][CH:7]2[O:2][CH2:6][CH2:5][O:4][CH2:3]2)[CH:38]=1 |f:0.1,2.3,5.6|. Reported procedure: To a suspension of 2-(1,3-dioxolan-2-yl)ethyltriphenylphosphonium bromide (5.0 g, 11.3 mmol) in THF (30 mL) under Ar was added NaH (60% in mineral oil, 0.48 g, 11.3 mmol). The reaction was heated to reflux for 1 h. The resulting orange colored suspension was cooled to 0° C. and 5-fluoro-2-methoxybenzaldehyde (1.54 g, 10.0 mmol) was added and the reaction was stirred for 12 h at room temperature. The mixture was poured to a separatory funnel containing ammonium chloride aqueous solution (sat. NH4... As a reaction SMILES: [CH3:70][c:71]1[cH:72][cH:73][cH:74][cH:75][cH:76]1.[N:56]([C:57]([O:58][CH:59]([CH3:60])[CH3:61])=[O:62])=[N:63][C:64]([O:65][CH:66]([CH3:67])[CH3:68])=[O:69].[OH:1][CH2:2][CH2:3][c:4]1[cH:5][c:6]([O:7][CH2:8][c:9]2[c:10]([C:11](=[O:12])[O:13][CH3:14])[cH:15][cH:16][cH:17][cH:18]2)[cH:19][cH:20][cH:21]1.[OH:22][c:23]1[cH:24][cH:25][c:26]([O:27][CH2:28][c:29]2[cH:30][cH:31][cH:32][cH:33][cH:34]2)[cH:35][cH:36]1.[c:37]1([P:38]([c:39]2[cH:40][cH:41][cH:42][cH:43][cH:44]2)[c:45]2[cH:46][cH:47][cH:48][cH:49][cH:50]2)[cH:51][cH:52][cH:53][cH:54][cH:55]1>>[O:1]([CH2:2][CH2:3][c:4]1[cH:5][c:6]([O:7][CH2:8][c:9]2[c:10]([C:11](=[O:12])[O:13][CH3:14])[cH:15][cH:16][cH:17][cH:18]2)[cH:19][cH:20][cH:21]1)[c:23]1[cH:24][cH:25][c:26]([O:27][CH2:28][c:29]2[cH:30][cH:31][cH:32][cH:33][cH:34]2)[cH:35][cH:36]1. Reactants: Cc1ccccc1, CC(C)OC(=O)N=NC(=O)OC(C)C, COC(=O)c1ccccc1COc1cccc(CCO)c1, Oc1ccc(OCc2ccccc2)cc1, c1ccc(P(c2ccccc2)c2ccccc2)cc1. The product is COC(=O)c1ccccc1COc1cccc(CCOc2ccc(OCc3ccccc3)cc2)c1. The reactants are CC(=O)Nc1ccccc1-c1ccc2c(c1)CN(C(C)=O)c1ccc(Cl)cc1C=C2, CO. Yields the product CC(=O)Nc1ccccc1-c1ccc2c(c1)CN(C(C)=O)c1ccc(Cl)cc1CC2. Reaction SMILES: [C:1]([CH3:2])(=[O:3])[N:4]1[c:5]2[c:6]([cH:26][c:27]([Cl:30])[cH:28][cH:29]2)[CH:7]=[CH:8][c:9]2[c:10]([cH:12][c:13](-[c:16]3[c:17]([NH:22][C:23]([CH3:24])=[O:25])[cH:18][cH:19][cH:20][cH:21]3)[cH:14][cH:15]2)[CH2:11]1.[CH3:31][OH:32]>>[C:1]([CH3:2])(=[O:3])[N:4]1[c:5]2[c:6]([cH:26][c:27]([Cl:30])[cH:28][cH:29]2)[CH2:7][CH2:8][c:9]2[c:10]([cH:12][c:13](-[c:16]3[c:17]([NH:22][C:23]([CH3:24])=[O:25])[cH:18][cH:19][cH:20][cH:21]3)[cH:14][cH:15]2)[CH2:11]1. Product: 30, CC1=C(C(=CC=C1)C)NC1CCN(CC1)C(=O)OCC (ethyl 4-[(2,6-dimethylphenyl)amino]-1-piperidinecarboxylate). Starting materials: 45, CC1=C(C(=CC=C1)C)N=C1CCN(CC1)C(=O)OCC (ethyl 4-[(2,6-dimethylphenyl)-imino]-1-piperidinecarboxylate), [H][H] (hydrogen). Reagents/catalysts: [Pt](=O)=O (platinum dioxide). Solvent: CO (methanol). Reaction SMILES: [CH3:1][C:2]1[CH:7]=[CH:6][CH:5]=[C:4]([CH3:8])[C:3]=1[N:9]=[C:10]1[CH2:15][CH2:14][N:13]([C:16]([O:18][CH2:19][CH3:20])=[O:17])[CH2:12][CH2:11]1.[H][H]>[Pt](=O)=O.CO>[CH3:1][C:2]1[CH:7]=[CH:6][CH:5]=[C:4]([CH3:8])[C:3]=1[NH:9][CH:10]1[CH2:15][CH2:14][N:13]([C:16]([O:18][CH2:19][CH3:20])=[O:17])[CH2:12][CH2:11]1. Reported procedure: A mixture of 45 parts of ethyl 4-[(2,6-dimethylphenyl)-imino]-1-piperidinecarboxylate, 0.3 parts of platinum dioxide in 160 parts of methanol is hydrogenated at normal pressure and at a temperature between 24°and 35° C. After the calculated amount of hydrogen is taken up, hydrogenation is stopped. The catalyst is filtered off and the filtrate is evaporated. The oily residue is distilled, to yield 30 parts of the oily free base of ethyl 4-[(2,6-dimethylphenyl)amino]-1-piperidinecarboxylate; bp. 1...